Dataset: the Open Reaction Database (ORD), a public repository of structured organic reaction records. Task: describe an organic reaction: reactants, conditions, products, and yield As a reaction SMILES: [C@H:1]([OH:10])([C:7]([OH:9])=[O:8])[C@H:2]([OH:6])[C:3]([OH:5])=[O:4].N[C@@H](C(O)=O)C(S)(C)C>>[C:7]([OH:9])(=[O:8])[C@@H:1]([C@H:2]([C:3]([OH:5])=[O:4])[OH:6])[OH:10]. Reactants: [C@@H]([C@@H](C(=O)O)O)(C(=O)O)O (meso-tartaric acid), N[C@H](C(C)(C)S)C(=O)O ((D)-penicillamine). Procedure: Via chiral HPLC the absolute amounts of D-, L-, and meso-tartaric acid were determined (Column used: Chirex 3126 (D)-penicillamine (ligand exchange)) (see Table 2). Yields the product C([C@H](O)[C@@H](O)C(=O)O)(=O)O (L-Tartaric Acid). Yields the product O=C(O)C(c1ccccc1OCc1ccccc1)C(O)C1CCCCC1. Starting materials: COC(=O)C(c1ccccc1OCc1ccccc1)C(O)C1CCCCC1, CCO, [Na+], [OH-]. As a reaction SMILES: [CH2:1]([c:2]1[cH:3][cH:4][cH:5][cH:6][cH:7]1)[O:8][c:9]1[c:10]([CH:15]([C:16](=[O:17])[O:18][CH3:19])[CH:20]([OH:21])[CH:22]2[CH2:23][CH2:24][CH2:25][CH2:26][CH2:27]2)[cH:11][cH:12][cH:13][cH:14]1.[CH3:30][CH2:31][OH:32].[Na+:29].[OH-:28]>>[CH2:1]([c:2]1[cH:3][cH:4][cH:5][cH:6][cH:7]1)[O:8][c:9]1[c:10]([CH:15]([C:16](=[O:17])[OH:18])[CH:20]([OH:21])[CH:22]2[CH2:23][CH2:24][CH2:25][CH2:26][CH2:27]2)[cH:11][cH:12][cH:13][cH:14]1. Starting materials: COCC(=O)Cl, [Na+], [Na+], O=C([O-])[O-], C1CCOC1, O, Nc1cc(F)ccc1N1CCC(NC(=O)C2(NC(=O)c3ccco3)CCCCC2)C(O)C1. Product: COCC(=O)Nc1cc(F)ccc1N1CCC(NC(=O)C2(NC(=O)c3ccco3)CCCCC2)C(O)C1. As a reaction SMILES: [CH3:39][O:40][CH2:41][C:42](=[O:43])[Cl:44].[Na+:33].[Na+:34].[O-:35][C:36](=[O:37])[O-:38].[O:46]1[CH2:47][CH2:48][CH2:49][CH2:50]1.[OH2:45].[o:1]1[c:2]([C:6](=[O:7])[NH:8][C:9]2([C:15](=[O:16])[NH:17][CH:18]3[CH:19]([OH:32])[CH2:20][N:21]([c:24]4[c:25]([NH2:31])[cH:26][c:27]([F:30])[cH:28][cH:29]4)[CH2:22][CH2:23]3)[CH2:10][CH2:11][CH2:12][CH2:13][CH2:14]2)[cH:3][cH:4][cH:5]1>>[o:1]1[c:2]([C:6](=[O:7])[NH:8][C:9]2([C:15](=[O:16])[NH:17][CH:18]3[CH:19]([OH:32])[CH2:20][N:21]([c:24]4[c:25]([NH:31][C:42]([CH2:41][O:40][CH3:39])=[O:43])[cH:26][c:27]([F:30])[cH:28][cH:29]4)[CH2:22][CH2:23]3)[CH2:10][CH2:11][CH2:12][CH2:13][CH2:14]2)[cH:3][cH:4][cH:5]1.